This data is from the Open Reaction Database (ORD), a public repository of structured organic reaction records. The task is: describe an organic reaction: reactants, conditions, products, and yield Starting materials: C(C1=CC=CC=C1)C1=NN=C(S1)NC(=O)C1=CC=C(C=C1)N[C@@H]1CC[C@H](CC1)C(=O)OCC (ethyl trans-4-[4-(5-benzyl[1.3.4]thiadiazol-2-ylcarbamoyl)phenylamino]cyclohexanecarboxylate), O.[OH-].[Li+] (lithium hydroxide monohydrate). Solvent: O (water), O1CCCC1 (tetrahydrofuran). Run at time 18 hour. Product: C(C1=CC=CC=C1)C1=NN=C(S1)NC(=O)C1=CC=C(C=C1)N[C@@H]1CC[C@H](CC1)C(=O)O (trans-4-[4-(5-benzyl[1.3.4]thiadiazol-2-ylcarbamoyl)phenylamino]cyclohexanecarboxylic acid). Yield: 27.1%. RXN SMILES: [CH2:1]([C:8]1[S:12][C:11]([NH:13][C:14]([C:16]2[CH:21]=[CH:20][C:19]([NH:22][C@H:23]3[CH2:28][CH2:27][C@H:26]([C:29]([O:31]CC)=[O:30])[CH2:25][CH2:24]3)=[CH:18][CH:17]=2)=[O:15])=[N:10][N:9]=1)[C:2]1[CH:7]=[CH:6][CH:5]=[CH:4][CH:3]=1.O.[OH-].[Li+]>O1CCCC1.O>[CH2:1]([C:8]1[S:12][C:11]([NH:13][C:14]([C:16]2[CH:17]=[CH:18][C:19]([NH:22][C@H:23]3[CH2:28][CH2:27][C@H:26]([C:29]([OH:31])=[O:30])[CH2:25][CH2:24]3)=[CH:20][CH:21]=2)=[O:15])=[N:10][N:9]=1)[C:2]1[CH:7]=[CH:6][CH:5]=[CH:4][CH:3]=1 |f:1.2.3|. Procedure: 50 mg of ethyl trans-4-[4-(5-benzyl[1.3.4]thiadiazol-2-ylcarbamoyl)phenylamino]cyclohexanecarboxylate (0.11 mmol, 1 eq.) are placed in 1 mL of tetrahydrofuran. 9 mg of lithium hydroxide monohydrate (0.22 mmol, 2 eq.) dissolved in 1 mL are added and stirring is continued for 18 hours. The reaction medium is diluted with water, washed with ethyl acetate and acidified with aqueous 6% sulfur dioxide solution. The solid obtained is filtered off by suction, and washed successively with water, ethanol ...